The task is: describe an organic reaction: reactants, conditions, products, and yield. This data is from the Open Reaction Database (ORD), a public repository of structured organic reaction records. Reactants: NC=1C=NC=CC1 (3-aminopyridine), N1C=C(C2=CC=CC=C12)C(=O)O (indole-3-carboxylic acid), C1CCC(CC1)N=C=NC2CCCCC2 (DCC). The solvent is CN(C)C=O (DMF). Conditions: temperature 60 celsius, time 8 hour. Product: N1=CC(=CC=C1)NC(=O)C1=CNC2=CC=CC=C12 (1H-indole-3-carboxylic acid pyridine-3-ylamide). The yield is 40.8%. Reaction SMILES: [NH2:1][C:2]1[CH:3]=[N:4][CH:5]=[CH:6][CH:7]=1.[NH:8]1[C:16]2[C:11](=[CH:12][CH:13]=[CH:14][CH:15]=2)[C:10]([C:17](O)=[O:18])=[CH:9]1.C1CCC(N=C=NC2CCCCC2)CC1>CN(C=O)C>[N:4]1[CH:5]=[CH:6][CH:7]=[C:2]([NH:1][C:17]([C:10]2[C:11]3[C:16](=[CH:15][CH:14]=[CH:13][CH:12]=3)[NH:8][CH:9]=2)=[O:18])[CH:3]=1. Procedure: 3-aminopyridine (290 mg, 3.1 mmol) and indole-3-carboxylic acid (500 mg, 3.1 mmol) was dissolved in DMF (20 ml), DCC (579 mg, 3.1 mmol) was added to the solution, and then the mixture was stirred at 60° C. for 8 hours. After the reaction was completed, the product was washed and filtered to yield a target compound as a white solid (300 mg, 42%) by chromatography (methanol:dichloromethane=1:20). Starting materials: COC(=O)CC1CCCCN1C(=O)c1nc(C)sc1-c1ccc(F)cc1, CO, [Na+], [OH-], O. RXN SMILES: [CH3:1][O:2][C:3]([CH2:4][CH:5]1[N:6]([C:11](=[O:12])[c:13]2[n:14][c:15]([CH3:25])[s:16][c:17]2-[c:18]2[cH:19][cH:20][c:21]([F:24])[cH:22][cH:23]2)[CH2:7][CH2:8][CH2:9][CH2:10]1)=[O:26].[CH3:30][OH:31].[Na+:28].[OH-:27].[OH2:29]>>[O:2]=[C:3]([CH2:4][CH:5]1[N:6]([C:11](=[O:12])[c:13]2[n:14][c:15]([CH3:25])[s:16][c:17]2-[c:18]2[cH:19][cH:20][c:21]([F:24])[cH:22][cH:23]2)[CH2:7][CH2:8][CH2:9][CH2:10]1)[OH:26]. Yields the product Cc1nc(C(=O)N2CCCCC2CC(=O)O)c(-c2ccc(F)cc2)s1. The reactants are ClC(=O)OCC (ethyl chloroformate), [OH-].[NH4+] (ammonium hydroxide), C(CCCC)(=O)NC=1C(C(=O)O)=CC(=CC1)I (N-valeryl-5-iodoanthranilic acid), C(=O)=O (carbon dioxide). The solvent is C(C)N(CC)CC (triethylamine), CN(C=O)C (N,N-dimethylformamide), O (water). The product is C(CCC)C1=NC2=CC=C(C=C2C(N1)=O)I (2-Butyl-6-iodo-4-(3H)-quinazolinone). Isolated yield 56.7%. Reaction SMILES: [C:1]([NH:7][C:8]1[C:9](=[CH:13][C:14]([I:17])=[CH:15][CH:16]=1)[C:10](O)=[O:11])(=O)[CH2:2][CH2:3][CH2:4][CH3:5].ClC(OCC)=O.C(=O)=O.[OH-].[NH4+:28]>CN(C)C=O.O.C(N(CC)CC)C>[CH2:2]([C:1]1[NH:28][C:10](=[O:11])[C:9]2[C:8](=[CH:16][CH:15]=[C:14]([I:17])[CH:13]=2)[N:7]=1)[CH2:3][CH2:4][CH3:5] |f:3.4|. Reported procedure: To a mixture of 1500 g of N-valeryl-5-iodoanthranilic acid in 14.5 L of N,N-dimethylformamide is added under nitrogen, 660 mL of triethylamine. The resulting solution is cooled to 0° to 5° C. and 432 mL of ethyl chloroformate added over 10 minutes at a rate to maintain the temperature below 10° C. The reaction mixture is heated to 35° to 50° C. for 2 hours until the evolution of carbon dioxide ceases. Analysis of a small aliquot of the reaction mixture by GC/MS indicates 93.7% (area %) conversio... Starting materials: COC(=O)C(CNC(=O)OC(C)(C)C)NC(=O)OCc1ccccc1, CCO. Yields the product COC(=O)C(N)CNC(=O)OC(C)(C)C. As a reaction SMILES: [C:1]([O:2][CH2:3][c:4]1[cH:5][cH:6][cH:7][cH:8][cH:9]1)(=[O:10])[NH:11][CH:12]([C:13](=[O:14])[O:15][CH3:16])[CH2:17][NH:18][C:19](=[O:20])[O:21][C:22]([CH3:23])([CH3:24])[CH3:25].[CH3:26][CH2:27][OH:28]>>[NH2:11][CH:12]([C:13](=[O:14])[O:15][CH3:16])[CH2:17][NH:18][C:19](=[O:20])[O:21][C:22]([CH3:23])([CH3:24])[CH3:25].